From a dataset of the Open Reaction Database (ORD), a public repository of structured organic reaction records. describe an organic reaction: reactants, conditions, products, and yield Reactants: ClCCCl, O=C(O)c1cc(OCC(=O)N2CCCC2C(=O)NC2CCC2)n(-c2ccccc2)n1, CCN(C(C)C)C(C)C, NC(CCCCOCc1ccccc1)C(=O)N1CCN(C(=O)OC2CCC2)CC1, CN(C)C=O, On1nnc2ccccc21. Product: O=C(NC(CCCCOCc1ccccc1)C(=O)N1CCN(C(=O)OC2CCC2)CC1)c1cc(OCC(=O)N2CCCC2C(=O)NC2CCC2)n(-c2ccccc2)n1. RXN SMILES: [CH2:84]([Cl:85])[CH2:86][Cl:87].[CH:1]1([NH:5][C:6](=[O:7])[CH:8]2[N:9]([C:13]([CH2:14][O:15][c:16]3[cH:17][c:18]([C:27](=[O:28])[OH:29])[n:19][n:20]3-[c:21]3[cH:22][cH:23][cH:24][cH:25][cH:26]3)=[O:30])[CH2:10][CH2:11][CH2:12]2)[CH2:2][CH2:3][CH2:4]1.[CH:41]([N:42]([CH2:43][CH3:44])[CH:45]([CH3:46])[CH3:47])([CH3:48])[CH3:49].[CH:50]1([O:54][C:55](=[O:56])[N:57]2[CH2:58][CH2:59][N:60]([C:63]([CH:64]([CH2:65][CH2:66][CH2:67][CH2:68][O:69][CH2:70][c:71]3[cH:72][cH:73][cH:74][cH:75][cH:76]3)[NH2:77])=[O:78])[CH2:61][CH2:62]2)[CH2:51][CH2:52][CH2:53]1.[O:79]=[CH:80][N:81]([CH3:82])[CH3:83].[OH:31][n:32]1[c:33]2[c:34]([cH:35][cH:36][cH:37][cH:38]2)[n:39][n:40]1>>[CH:1]1([NH:5][C:6](=[O:7])[CH:8]2[N:9]([C:13]([CH2:14][O:15][c:16]3[cH:17][c:18]([C:27](=[O:28])[NH:77][CH:64]([C:63]([N:60]4[CH2:59][CH2:58][N:57]([C:55]([O:54][CH:50]5[CH2:51][CH2:52][CH2:53]5)=[O:56])[CH2:62][CH2:61]4)=[O:78])[CH2:65][CH2:66][CH2:67][CH2:68][O:69][CH2:70][c:71]4[cH:72][cH:73][cH:74][cH:75][cH:76]4)[n:19][n:20]3-[c:21]3[cH:22][cH:23][cH:24][cH:25][cH:26]3)=[O:30])[CH2:10][CH2:11][CH2:12]2)[CH2:2][CH2:3][CH2:4]1. The product is O=C(NNC(=O)c1ccccc1)c1ccccc1. Reaction SMILES: [C:18]([c:19]1[cH:20][cH:21][cH:22][cH:23][cH:24]1)(=[O:25])[Cl:26].[CH3:11][N:12]1[CH2:13][CH2:14][CH2:15][C:16]1=[O:17].[NH2:1][NH:2][C:3](=[O:4])[c:5]1[cH:6][cH:7][cH:8][cH:9][cH:10]1.[OH2:27]>>[NH:1]([NH:2][C:3](=[O:4])[c:5]1[cH:6][cH:7][cH:8][cH:9][cH:10]1)[C:18]([c:19]1[cH:20][cH:21][cH:22][cH:23][cH:24]1)=[O:25]. Reactants: O=C(Cl)c1ccccc1, CN1CCCC1=O, NNC(=O)c1ccccc1, O. Starting materials: NC1=C(C(=O)OC)C=C(C=C1C)Br (Methyl 2-amino-5-bromo-3-methylbenzoate), [Cu]C#N (copper(I) cyanide), CN1C(CCC1)=O (N-methyl-2-pyrrolidinone). Solvent: O (H2O). Run at temperature 120 celsius. Product: NC1=C(C(=O)OC)C=C(C=C1C)C#N (methyl 2-amino-5-cyano-3-methylbenzoate). RXN SMILES: [NH2:1][C:2]1[C:11]([CH3:12])=[CH:10][C:9](Br)=[CH:8][C:3]=1[C:4]([O:6][CH3:7])=[O:5].[Cu][C:15]#[N:16].CN1CCCC1=O>O>[NH2:1][C:2]1[C:11]([CH3:12])=[CH:10][C:9]([C:15]#[N:16])=[CH:8][C:3]=1[C:4]([O:6][CH3:7])=[O:5]. Reported procedure: Methyl 2-amino-5-bromo-3-methylbenzoate (100 g, 0.393 mol, 96% of quantitative NMR), copper(I) cyanide (36.3 g, 0.401 mol) and N-methyl-2-pyrrolidinone (NMP) (206 g, 200 mL, 2.084 mol) are heated to 170° C. for 4 hours under agitation. The reaction batch is cooled down to 120° C., 350 mL of H2O (90° C.) are added dropwise in the course of 30 minutes and the suspension obtained is filtered. The solid obtained is washed twice with ammonia (200 g, 12% in H2O) and 2 times with 100 ml of water. Follo... Reactants: [N+](=O)([O-])[O-].[Na+] (Sodium nitrate), N[C@H](C(=O)O)CCOC ((S)-2-amino-4-methoxybutanoic acid). Run in C(C)(=O)O (acetic acid). Run at time 24 hour. Product: C(C)(=O)O[C@H](C(=O)O)CCOC ((S)-2-acetoxy-4-methoxybutanoic acid). The yield is 11.8%. Reaction SMILES: [N+]([O-])([O-])=O.[Na+].N[C@@H:7]([CH2:11][CH2:12][O:13][CH3:14])[C:8]([OH:10])=[O:9]>C(O)(=O)C>[C:8]([O:10][C@@H:7]([CH2:11][CH2:12][O:13][CH3:14])[C:8]([OH:10])=[O:9])(=[O:9])[CH3:7] |f:0.1|. Procedure: Sodium nitrate (4.93 g, 57.98 mmol) was added portionwise to (S)-2-amino-4-methoxybutanoic acid (CAS no. 3311-01-1) (3.86 g, 29.0 mmol) in acetic acid (88 mL) at room temperature (with intermittent cooling with an ice bath to keep the temperature near to room temperature). Once the addition was complete, the mixture was left to stir at room temperature for 24 h. The solvent was then removed in vacuo, the residue was dissolved in ether (250 mL), and the ethereal solution was washed with water (3×... Starting materials: COC([C@H](NC(=O)OC(C)(C)C)CC1=CC=C(C=C1)OS(=O)(=O)C(F)(F)F)=O (N-t-Butoxycarbonyl-4-trifluoro methanesulfonyloxy-D-phenylalanine methyl ester), S1C=C(C=C1)B(O)O (3-thiopheneboronic acid), C([O-])([O-])=O.[K+].[K+] (potassium carbonate), tetrakis (triphenyl phosphine)-Pd. Run in C1(=CC=CC=C1)C (toluene), C1(=CC=CC=C1)C (toluene). Reaction conditions: temperature 80 celsius, time 3 hour. Yields the product COC([C@H](NC(=O)OC(C)(C)C)CC1=CC=C(C=C1)C1=CSC=C1)=O (N-t-butoxy carbonyl-4-(3-thienyl)-D-phenylalanine methyl ester). As a reaction SMILES: [S:1]1[CH:5]=[CH:4][C:3](B(O)O)=[CH:2]1.C(=O)([O-])[O-].[K+].[K+].[CH3:15][O:16][C:17](=[O:42])[C@@H:18]([CH2:27][C:28]1[CH:33]=[CH:32][C:31](OS(C(F)(F)F)(=O)=O)=[CH:30][CH:29]=1)[NH:19][C:20]([O:22][C:23]([CH3:26])([CH3:25])[CH3:24])=[O:21]>C1(C)C=CC=CC=1>[CH3:15][O:16][C:17](=[O:42])[C@@H:18]([CH2:27][C:28]1[CH:29]=[CH:30][C:31]([C:3]2[CH:4]=[CH:5][S:1][CH:2]=2)=[CH:32][CH:33]=1)[NH:19][C:20]([O:22][C:23]([CH3:26])([CH3:24])[CH3:25])=[O:21] |f:1.2.3|. Reported procedure: To a solution of N-t-butoxycarbonyl-D-tyrosine methyl ester (2.5 g, 9.48 mmol) in 10 mL of methylene chloride and pyridine (1.9 mL, 23.7 mmol) at -15° C. is added triflic anhydride (1.9 mL, 11.4 mmol). The reaction is stirred 30 minutes. The mixture is washed with water, 0.5 N NaOH, 15% aqueous citric acid, brine dried over MgSO4, filtered and concentrated giving N-t-butoxycarbonyl-4-trifluoromethanesulfonyloxy-D-phenyl alanine methyl ester. A solution of 3-thiopheneboronic acid (1.4 g, 10.9 mmo... The reactants are COC=1C=C2C(C=CNC2=CC1OCCOC)=O (6-methoxy-7-(2-methoxyethoxy)-1,4-dihydroquinolin-4-one), S(=O)(Cl)Cl (thionyl chloride). The reagents and catalysts are CN(C)C=O (DMF). The product is Cl.ClC1=CC=NC2=CC(=C(C=C12)OC)OCCOC (4-chloro-6-methoxy-7-(2-methoxyethoxy)quinoline hydrochloride). Yield: 95.0%. RXN SMILES: [CH3:1][O:2][C:3]1[CH:4]=[C:5]2[C:10](=[CH:11][C:12]=1[O:13][CH2:14][CH2:15][O:16][CH3:17])[NH:9][CH:8]=[CH:7][C:6]2=O.S(Cl)([Cl:21])=O>CN(C=O)C>[ClH:21].[Cl:21][C:6]1[C:5]2[C:10](=[CH:11][C:12]([O:13][CH2:14][CH2:15][O:16][CH3:17])=[C:3]([O:2][CH3:1])[CH:4]=2)[N:9]=[CH:8][CH:7]=1 |f:3.4|. Reported procedure: A solution of 6-methoxy-7-(2-methoxyethoxy)-1,4-dihydroquinolin-4-one (500 mg, 2 mmol) in thionyl chloride (10 ml) and DMF (3 drops) was heated at reflux for 1 hour. Excess thionyl chloride was removed by evaporation and the residue azeotroped with toluene and then triturated with ether. The solid was collected by filtration and dried under vacuum to give 4-chloro-6-methoxy-7-(2-methoxyethoxy)quinoline hydrochloride (590 mg, 95%). The reactants are C1(=CC=CC=C1)S(=O)(=O)Cl (benzenesulphonyl chloride), C(CC)SC1CCC(N1)=O (5-propylthio-pyrrolidin-2-one), solution, C(CCC)[Li] (butyllithium). Run in O1CCCC1 (tetrahydrofuran), O1CCCC1 (tetrahydrofuran), CCCCCC (hexane). Product: C1(=CC=CC=C1)S(=O)(=O)N1C(CCC1SCCC)=O (1-benzenesulphonyl-2-oxo-5-propylthio-pyrrolidine). Isolated yield 34.7%. As a reaction SMILES: [CH2:1]([S:4][CH:5]1[NH:9][C:8](=[O:10])[CH2:7][CH2:6]1)[CH2:2][CH3:3].C([Li])CCC.[C:16]1([S:22](Cl)(=[O:24])=[O:23])[CH:21]=[CH:20][CH:19]=[CH:18][CH:17]=1>O1CCCC1.CCCCCC>[C:16]1([S:22]([N:9]2[CH:5]([S:4][CH2:1][CH2:2][CH3:3])[CH2:6][CH2:7][C:8]2=[O:10])(=[O:24])=[O:23])[CH:21]=[CH:20][CH:19]=[CH:18][CH:17]=1. Procedure: To 2.3 g of 5-propylthio-pyrrolidin-2-one in solution in 120 cm3 of tetrahydrofuran, there is added at -70° C./-65° C., 9.6 cm3 of a 1.5M solution of butyllithium in hexane. After 20 minutes at this temperature, 2.55 g of benzenesulphonyl chloride is added in 20 cm3 of tetrahydrofuran. After allowing to return slowly to ambient temperature, concentrating and chromatographing on silica (eluent: hexane-ethyl acetate, 3-7), 1.5 g of the expected product is obtained. m.p. 49°-51° C. crystallized fro... Starting materials: CC1=C(OC(C(=O)OCC)C)C=CC=C1 (ethyl 2-(2-methylphenoxy)propionate), BrN1C(CCC1=O)=O (N-bromosuccinimide), C(C1=CC=CC=C1)(=O)OOC(C1=CC=CC=C1)=O (benzoyl peroxide). The solvent is C(Cl)(Cl)(Cl)Cl (CCl4). Yields the product BrCC1=C(OC(C(=O)OCC)C)C=CC=C1 (ethyl 2-(2-bromomethylphenoxy)propionate). As a reaction SMILES: [CH3:1][C:2]1[CH:15]=[CH:14][CH:13]=[CH:12][C:3]=1[O:4][CH:5]([CH3:11])[C:6]([O:8][CH2:9][CH3:10])=[O:7].[Br:16]N1C(=O)CCC1=O.C(OOC(=O)C1C=CC=CC=1)(=O)C1C=CC=CC=1>C(Cl)(Cl)(Cl)Cl>[Br:16][CH2:1][C:2]1[CH:15]=[CH:14][CH:13]=[CH:12][C:3]=1[O:4][CH:5]([CH3:11])[C:6]([O:8][CH2:9][CH3:10])=[O:7]. Reported procedure: A mixture of 6 g (0.029 mol) of ester obtained from step A, 5.6 g (0.031 mol) of N-bromosuccinimide and 100 mg of benzoyl peroxide in 100 ml of CCl4 is heated to reflux while irradiated with a sun-lamp, for 1 hour. The reaction mixture is cooled down and filtered to dryness to give ethyl 2-(2-bromomethylphenoxy)propionate which is used directly in the next step. Reactants: Clc1ccc(Br)cc1, CC(C)(C)c1ccc(CC#N)cc1, CCOCC, I. Yields the product CC(C)(C)c1ccc(CC(=O)c2ccc(Cl)cc2)cc1. RXN SMILES: [Br:2][c:3]1[cH:4][cH:5][c:6]([Cl:9])[cH:7][cH:8]1.[C:10]([CH3:11])([CH3:12])([CH3:13])[c:14]1[cH:15][cH:16][c:17]([CH2:20][C:21]#[N:22])[cH:18][cH:19]1.[CH3:23][CH2:24][O:25][CH2:26][CH3:27].[I:1]>>[c:3]1([C:21]([CH2:20][c:17]2[cH:16][cH:15][c:14]([C:10]([CH3:11])([CH3:12])[CH3:13])[cH:19][cH:18]2)=[O:25])[cH:4][cH:5][c:6]([Cl:9])[cH:7][cH:8]1.